From a dataset of the Open Reaction Database (ORD), a public repository of structured organic reaction records. describe an organic reaction: reactants, conditions, products, and yield Reactants: [Br-], [K+], CCOC(=O)c1cccn2cc(-c3ccccc3)nc12. The product is OCc1cccn2cc(-c3ccccc3)nc12. RXN SMILES: [Br-:21].[K+:22].[c:1]1(-[c:7]2[n:8][c:9]3[n:10]([cH:11][cH:12][cH:13][c:14]3[C:15](=[O:16])[O:17][CH2:18][CH3:19])[cH:20]2)[cH:2][cH:3][cH:4][cH:5][cH:6]1>>[c:1]1(-[c:7]2[n:8][c:9]3[n:10]([cH:11][cH:12][cH:13][c:14]3[CH2:15][OH:16])[cH:20]2)[cH:2][cH:3][cH:4][cH:5][cH:6]1. The reactants are N1C=C(C2=CC=CC=C12)/C=C/C(=O)C1=CC(=C(C(=C1)OC)OC)OC ((E)-3-(Indol-3-yl)-1-(3,4,5-trimethoxyphenyl)-2-propen-1-one), CS(=O)(=O)Cl (methanesulfonyl chloride). The product is CS(=O)(=O)N1C=C(C2=CC=CC=C12)/C=C/C(=O)C1=CC(=C(C(=C1)OC)OC)OC ((E)-3-(1-Methanesulfonylindol-3-yl)-1-(3,4,5-trimethoxyphenyl)-2-propen-1-one). The yield is 80.2%. RXN SMILES: [NH:1]1[C:9]2[C:4](=[CH:5][CH:6]=[CH:7][CH:8]=2)[C:3](/[CH:10]=[CH:11]/[C:12]([C:14]2[CH:19]=[C:18]([O:20][CH3:21])[C:17]([O:22][CH3:23])=[C:16]([O:24][CH3:25])[CH:15]=2)=[O:13])=[CH:2]1.[CH3:26][S:27](Cl)(=[O:29])=[O:28]>>[CH3:26][S:27]([N:1]1[C:9]2[C:4](=[CH:5][CH:6]=[CH:7][CH:8]=2)[C:3](/[CH:10]=[CH:11]/[C:12]([C:14]2[CH:19]=[C:18]([O:20][CH3:21])[C:17]([O:22][CH3:23])=[C:16]([O:24][CH3:25])[CH:15]=2)=[O:13])=[CH:2]1)(=[O:29])=[O:28]. Reported procedure: Substantially the same procedure as in Example 3 was repeated using Compound 1 (1.69 g) obtained in Example 1 and methanesulfonyl chloride (0.86 g) except that the reaction product was purified by silica gel column chromatography and that the obtained crude crystals were recrystallized from ethanol, to give Compound 9 (1.67 g). Reactants: FC(C(=O)O)(F)F.ClC1=CC=C2C(=C1)NC([C@@]21[C@@H](N[C@H]([C@@H]1C1=C(C(=CC=C1)Cl)F)C(=O)O)CC(C)(C)C)=O ((2′S,3′R,4′S,5′R)-6-chloro-4′-(3-chloro-2-fluoro-phenyl)-2′-(2,2-dimethyl-propyl)-2-oxo-1,2-dihydro-spiro[indole-3,3′-pyrrolidine]-5′-carboxylic acid trifluoroacetic acid), CS(=O)(=O)CCCOC1=CC(=C(C=C1)N)OC (4-(3-methanesulfonyl-propoxy)-2-methoxy-phenylamine), C(C)(C)N(CC)C(C)C (diisopropylethylamine), C1(=CC=CC=C1)P(=O)(C1=CC=CC=C1)Cl (diphenylphosphinic chloride). The product is CS(=O)(=O)CCCOC1=CC(=C(C=C1)NC(=O)[C@H]1[C@@H]([C@@]2([C@@H](N1)CC(C)(C)C)C(NC1=CC(=CC=C12)Cl)=O)C1=C(C(=CC=C1)Cl)F)OC ((2′S,3′R,4′S,5′R)-6-chloro-4′-(3-chloro-2-fluoro-phenyl)-2′-(2,2-dimethyl-propyl)-2-oxo-1,2-dihydro-spiro[indole-3,3′-pyrrolidine]-5′-carboxylic acid [4-(3-methanesulfonyl-propoxy)-2-methoxy-phenyl]amide). The yield is 52.6%. Reaction SMILES: FC(F)(F)C(O)=O.[Cl:8][C:9]1[CH:14]=[C:13]2[NH:15][C:16](=[O:38])[C@:17]3([C@@H:21]([C:22]4[CH:27]=[CH:26][CH:25]=[C:24]([Cl:28])[C:23]=4[F:29])[C@H:20]([C:30](O)=[O:31])[NH:19][C@H:18]3[CH2:33][C:34]([CH3:37])([CH3:36])[CH3:35])[C:12]2=[CH:11][CH:10]=1.C(N(C(C)C)CC)(C)C.C1(P(Cl)(C2C=CC=CC=2)=O)C=CC=CC=1.[CH3:63][S:64]([CH2:67][CH2:68][CH2:69][O:70][C:71]1[CH:76]=[CH:75][C:74]([NH2:77])=[C:73]([O:78][CH3:79])[CH:72]=1)(=[O:66])=[O:65]>>[CH3:63][S:64]([CH2:67][CH2:68][CH2:69][O:70][C:71]1[CH:76]=[CH:75][C:74]([NH:77][C:30]([C@@H:20]2[NH:19][C@@H:18]([CH2:33][C:34]([CH3:37])([CH3:35])[CH3:36])[C@:17]3([C:12]4[C:11](=[CH:10][C:9]([Cl:8])=[CH:14][CH:13]=4)[NH:15][C:16]3=[O:38])[C@H:21]2[C:22]2[CH:27]=[CH:26][CH:25]=[C:24]([Cl:28])[C:23]=2[F:29])=[O:31])=[C:73]([O:78][CH3:79])[CH:72]=1)(=[O:65])=[O:66] |f:0.1|. Procedure: In a manner similar to the method described in Example 5, chiral (2′S,3′R,4′S,5′R)-6-chloro-4′-(3-chloro-2-fluoro-phenyl)-2′-(2,2-dimethyl-propyl)-2-oxo-1,2-dihydro-spiro[indole-3,3′-pyrrolidine]-5′-carboxylic acid trifluoroacetic acid prepared in Example 136 (0.2 g, 0.35 mmol), was reacted with diisopropylethylamine (0.22 g, 1.7 mmol), diphenylphosphinic chloride (0.16 g, 0.7 mmol), then reacted with 4-(3-methanesulfonyl-propoxy)-2-methoxy-phenylamine prepared in Example 180 (0.13 g, 0.5 mmol) ... Starting materials: Cl, N, C1CCOC1, CN(C)C=O, O, O=S(Cl)Cl, O=C(O)c1cccc2nc(-c3ccccc3)[nH]c12. The product is NC(=O)c1cccc2nc(-c3ccccc3)[nH]c12. Reaction SMILES: [ClH:24].[NH3:23].[O:25]1[CH2:26][CH2:27][CH2:28][CH2:29]1.[O:31]=[CH:32][N:33]([CH3:34])[CH3:35].[OH2:30].[S:19]([Cl:20])([Cl:21])=[O:22].[c:1]1(-[c:7]2[nH:8][c:9]3[c:10]([n:11]2)[cH:12][cH:13][cH:14][c:15]3[C:16](=[O:17])[OH:18])[cH:2][cH:3][cH:4][cH:5][cH:6]1>>[c:1]1(-[c:7]2[nH:8][c:9]3[c:10]([n:11]2)[cH:12][cH:13][cH:14][c:15]3[C:16](=[O:18])[NH2:23])[cH:2][cH:3][cH:4][cH:5][cH:6]1. Reactants: ClC1=CC=C(C2=CC=CC=C12)[N+](=O)[O-] (1-chloro-4-nitronaphthalene), CC1CNCC(C1)C (3,5-dimethylpiperidine). The solvent is C(C)#N (acetonitrile). Product: CC1CNCC(C1C1=CC=C(C2=CC=CC=C12)[N+](=O)[O-])C (3,5-Dimethyl-4-(4-nitronaphthalen-1-yl)piperidine). As a reaction SMILES: Cl[C:2]1[C:11]2[C:6](=[CH:7][CH:8]=[CH:9][CH:10]=2)[C:5]([N+:12]([O-:14])=[O:13])=[CH:4][CH:3]=1.[CH3:15][CH:16]1[CH2:21][CH:20]([CH3:22])[CH2:19][NH:18][CH2:17]1>C(#N)C>[CH3:15][CH:16]1[CH:21]([C:2]2[C:11]3[C:6](=[CH:7][CH:8]=[CH:9][CH:10]=3)[C:5]([N+:12]([O-:14])=[O:13])=[CH:4][CH:3]=2)[CH:20]([CH3:22])[CH2:19][NH:18][CH2:17]1. Reported procedure: A Pyrex tube was charged with 1-chloro-4-nitronaphthalene (52 mg, 0.25 mmol) and 3,5-dimethylpiperidine (133 μL, 1.0 mmol) followed by acetonitrile (2 mL). The tube was capped and the reaction tube was exposed to microwave irradiation (180° C., 5 min). The reaction mixture was filtered and the solid washed with cold ethanol. If needed the compound was purified according to Purification method C. Yield: 58 mg (82%). Starting materials: CC(C)([O-])C.[K+] (potassium tert-butoxide), C1(CC1)C(=O)Cl (cyclopropanecarbonyl chloride), resultant suspension. Solvent: C1CCOC1 (THF). Yields the product C1(CC1)C(=O)OC(C)(C)C (tert-Butyl Cyclopropanecarboxylate). Reaction SMILES: [CH3:1][C:2]([CH3:5])([O-:4])[CH3:3].[K+].[CH:7]1([C:10](Cl)=[O:11])[CH2:9][CH2:8]1>C1COCC1>[CH:7]1([C:10]([O:4][C:2]([CH3:5])([CH3:3])[CH3:1])=[O:11])[CH2:9][CH2:8]1 |f:0.1|. Procedure details: 50.99 g (454.4 mmol) of potassium tert-butoxide were dissolved in 454 ml of abs. THF and cooled to 0° C. The solution was stirred vigorously, and 50 g (478.3 mmol) of cyclopropanecarbonyl chloride were added dropwise such that the reaction temperature did not exceed 50° C. (cooling required). After the addition has ended, the resultant suspension was stirred for another 30 min. After cooling, the reaction mixture was, under reduced pressure, concentrated to about one third of the original volume... Reactants: ClC=1C=C(C=CC1Cl)S(=O)(=O)N1C=2C=CC=CC2C2=CC=CC=C2C1CC(=O)O ([5-(3,4-dichloro-benzenesulfonyl)-5,6-dihydro-phenanthridin-6-yl]-acetic acid), N1C(=NCC1)C1=CC=C(CC2CCNCC2)C=C1 (4-[4-(4,5-Dihydro-1H-imidazol-2-yl)-benzyl]-piperidine). The product is ClC=1C=C(C=CC1Cl)S(=O)(=O)N1C=2C=CC=CC2C2=CC=CC=C2C1CC(=O)N1CCC(CC1)CC1=CC=C(C=C1)C=1NCCN1 (2-[5-(3,4-Dichloro-benzenesulfonyl)-5,6-dihydro-phenanthridin-6-yl]-1-{4-[4-(4,5-dihydro-1H-imidazol-2-yl)-benzyl]-piperidin-1-yl}-ethanone). Reaction SMILES: [Cl:1][C:2]1[CH:3]=[C:4]([S:9]([N:12]2[CH:25]([CH2:26][C:27]([OH:29])=O)[C:24]3[C:19](=[CH:20][CH:21]=[CH:22][CH:23]=3)[C:18]3[CH:17]=[CH:16][CH:15]=[CH:14][C:13]2=3)(=[O:11])=[O:10])[CH:5]=[CH:6][C:7]=1[Cl:8].[NH:30]1[CH2:34][CH2:33][N:32]=[C:31]1[C:35]1[CH:47]=[CH:46][C:38]([CH2:39][CH:40]2[CH2:45][CH2:44][NH:43][CH2:42][CH2:41]2)=[CH:37][CH:36]=1>>[Cl:1][C:2]1[CH:3]=[C:4]([S:9]([N:12]2[CH:25]([CH2:26][C:27]([N:43]3[CH2:44][CH2:45][CH:40]([CH2:39][C:38]4[CH:37]=[CH:36][C:35]([C:31]5[NH:32][CH2:33][CH2:34][N:30]=5)=[CH:47][CH:46]=4)[CH2:41][CH2:42]3)=[O:29])[C:24]3[C:19](=[CH:20][CH:21]=[CH:22][CH:23]=3)[C:18]3[CH:17]=[CH:16][CH:15]=[CH:14][C:13]2=3)(=[O:11])=[O:10])[CH:5]=[CH:6][C:7]=1[Cl:8]. Procedure details: The title compound was prepared from [5-(3,4-dichloro-benzenesulfonyl)-5,6-dihydro-phenanthridin-6-yl]-acetic acid (Example 2c) and 4-[4-(4,5-dihydro-1H-imidazol-2-yl)-benzyl]-piperidine (Reference Example 6) according to the method described in Example 1e. MS (EI) 674.3 (MH+). The reactants are ClC1=CC=C(C=C1)C(CCN1CCC(CC1)C=1C=C(C=CC1)NC(C(C)C)=O)O (N-(3-{1-[3-(4-chlorophenyl)-3-hydroxypropyl]-4-piperidinyl}phenyl)-2-methylpropanamide), ClC1=CC=C(C=C1)O (4-chlorophenol). The product is ClC1=CC=C(OC(CCN2CCC(CC2)C=2C=C(C=CC2)NC(C(C)C)=O)C2=CC=C(C=C2)Cl)C=C1 (N-(3-{1-[3-(4-CHLOROPHENOXY)-3-(4-CHLOROPHENYL)PROPYL]-4-PIPERIDINYL}PHENYL)-2-METHYLPROPANAMIDE). As a reaction SMILES: [Cl:1][C:2]1[CH:7]=[CH:6][C:5]([CH:8]([OH:29])[CH2:9][CH2:10][N:11]2[CH2:16][CH2:15][CH:14]([C:17]3[CH:18]=[C:19]([NH:23][C:24](=[O:28])[CH:25]([CH3:27])[CH3:26])[CH:20]=[CH:21][CH:22]=3)[CH2:13][CH2:12]2)=[CH:4][CH:3]=1.[Cl:30][C:31]1[CH:36]=[CH:35][C:34](O)=[CH:33][CH:32]=1>>[Cl:30][C:31]1[CH:36]=[CH:35][C:34]([O:29][CH:8]([C:5]2[CH:4]=[CH:3][C:2]([Cl:1])=[CH:7][CH:6]=2)[CH2:9][CH2:10][N:11]2[CH2:16][CH2:15][CH:14]([C:17]3[CH:18]=[C:19]([NH:23][C:24](=[O:28])[CH:25]([CH3:26])[CH3:27])[CH:20]=[CH:21][CH:22]=3)[CH2:13][CH2:12]2)=[CH:33][CH:32]=1. Procedure: Prepared by Procedure A and Scheme AN using N-(3-{1-[3-(4-chlorophenyl)-3-hydroxypropyl]-4-piperidinyl}phenyl)-2-methylpropanamide and 4-chlorophenol: ESMS m/e: 525.0 (M+H)+. The reactants are C1(=CC=CC=C1)CS(=O)(=O)N (phenylmethanesulfonamide), [OH-].[Na+] (sodium hydroxide), ClC1=CC=C(C=C1)N=C=O (4-chlorophenyl isocyanate). Solvent: CC(=O)C (acetone), CC(=O)C (acetone). Yields the product ClC1=CC=C(C=C1)NC(=O)NS(=O)(=O)CC1=CC=CC=C1 (N-(4-chlorophenyl)-N'-phenylmethanesulfonylurea). The yield is 72.1%. As a reaction SMILES: [C:1]1([CH2:7][S:8]([NH2:11])(=[O:10])=[O:9])[CH:6]=[CH:5][CH:4]=[CH:3][CH:2]=1.[OH-].[Na+].[Cl:14][C:15]1[CH:20]=[CH:19][C:18]([N:21]=[C:22]=[O:23])=[CH:17][CH:16]=1>CC(C)=O>[Cl:14][C:15]1[CH:20]=[CH:19][C:18]([NH:21][C:22]([NH:11][S:8]([CH2:7][C:1]2[CH:2]=[CH:3][CH:4]=[CH:5][CH:6]=2)(=[O:9])=[O:10])=[O:23])=[CH:17][CH:16]=1 |f:1.2|. Reported procedure: The general method of procedure A was followed with phenylmethanesulfonamide (51.3 g), acetone (30 ml), 1N sodium hydroxide (31.5 ml), and 4-chlorophenyl isocyanate (5.07 g) in acetone (30 ml). The reaction mixture was filtered and the filtrate acidified with 1N HCl (31.5 ml). The solid product was washed with water and dried in vacuum at 60° C. to provide 7.73 g of white powder.